This data is from the Open Reaction Database (ORD), a public repository of structured organic reaction records. The task is: describe an organic reaction: reactants, conditions, products, and yield The reactants are CC(C)(C)OC(=O)Nc1cc(Cl)c(C(F)(F)F)cc1[N+](=O)[O-], O=C([O-])[O-], CB1OB(C)OB(C)O1, [K+], [K+], C1COCCO1, O, c1ccc(P(c2ccccc2)(c2ccccc2)[Pd](P(c2ccccc2)(c2ccccc2)c2ccccc2)(P(c2ccccc2)(c2ccccc2)c2ccccc2)P(c2ccccc2)(c2ccccc2)c2ccccc2)cc1. Product: Cc1cc(NC(=O)OC(C)(C)C)c([N+](=O)[O-])cc1C(F)(F)F. Reaction SMILES: [C:1]([CH3:2])([CH3:3])([CH3:4])[O:5][C:6]([NH:7][c:8]1[c:9]([N+:19](=[O:20])[O-:21])[cH:10][c:11]([C:15]([F:16])([F:17])[F:18])[c:12]([Cl:14])[cH:13]1)=[O:22].[C:23](=[O:24])([O-:25])[O-:26].[CH3:29][B:30]1[O:31][B:32]([CH3:33])[O:34][B:35]([CH3:36])[O:37]1.[K+:27].[K+:28].[O:39]1[CH2:40][CH2:41][O:42][CH2:43][CH2:44]1.[OH2:38].[cH:45]1[cH:46][cH:47][c:48]([P:49]([Pd:50]([P:51]([c:52]2[cH:53][cH:54][cH:55][cH:56][cH:57]2)([c:58]2[cH:59][cH:60][cH:61][cH:62][cH:63]2)[c:64]2[cH:65][cH:66][cH:67][cH:68][cH:69]2)([P:70]([c:71]2[cH:72][cH:73][cH:74][cH:75][cH:76]2)([c:77]2[cH:78][cH:79][cH:80][cH:81][cH:82]2)[c:83]2[cH:84][cH:85][cH:86][cH:87][cH:88]2)[P:89]([c:90]2[cH:91][cH:92][cH:93][cH:94][cH:95]2)([c:96]2[cH:97][cH:98][cH:99][cH:100][cH:101]2)[c:102]2[cH:103][cH:104][cH:105][cH:106][cH:107]2)([c:108]2[cH:109][cH:110][cH:111][cH:112][cH:113]2)[c:114]2[cH:115][cH:116][cH:117][cH:118][cH:119]2)[cH:120][cH:121]1>>[C:1]([CH3:2])([CH3:3])([CH3:4])[O:5][C:6]([NH:7][c:8]1[c:9]([N+:19](=[O:20])[O-:21])[cH:10][c:11]([C:15]([F:16])([F:17])[F:18])[c:12]([CH3:23])[cH:13]1)=[O:22]. Reactants: CS(=O)(=O)c1nccc(-n2ncc3ccccc32)n1, Nc1cccc(S(N)(=O)=O)c1, Cc1ccc(S(=O)(=O)O)cc1. Yields the product NS(=O)(=O)c1cccc(Nc2nccc(-n3ncc4ccccc43)n2)c1. Reaction SMILES: [CH3:1][S:2](=[O:3])(=[O:4])[c:5]1[n:6][cH:7][cH:8][c:9](-[n:11]2[n:12][cH:13][c:14]3[cH:15][cH:16][cH:17][cH:18][c:19]23)[n:10]1.[NH2:31][c:32]1[cH:33][c:34]([S:38](=[O:39])(=[O:40])[NH2:41])[cH:35][cH:36][cH:37]1.[c:20]1([CH3:21])[cH:22][cH:23][c:24]([S:25]([OH:26])(=[O:27])=[O:28])[cH:29][cH:30]1>>[c:5]1([NH:31][c:32]2[cH:33][c:34]([S:38](=[O:39])(=[O:40])[NH2:41])[cH:35][cH:36][cH:37]2)[n:6][cH:7][cH:8][c:9](-[n:11]2[n:12][cH:13][c:14]3[cH:15][cH:16][cH:17][cH:18][c:19]23)[n:10]1. Reactants: C1CCOC1, CC(=O)OC(C)=O, NCc1ccc(C2=NCC(c3cc(Cl)cc(Cl)c3)(C(F)(F)F)C2)c2ccccc12. The product is CC(=O)NCc1ccc(C2=NCC(c3cc(Cl)cc(Cl)c3)(C(F)(F)F)C2)c2ccccc12. As a reaction SMILES: [CH2:37]1[O:38][CH2:39][CH2:40][CH2:41]1.[CH3:30][C:31](=[O:32])[O:33][C:34](=[O:35])[CH3:36].[Cl:1][c:2]1[cH:3][c:4]([C:9]2([C:26]([F:27])([F:28])[F:29])[CH2:10][N:11]=[C:12]([c:14]3[cH:15][cH:16][c:17]([CH2:24][NH2:25])[c:18]4[cH:19][cH:20][cH:21][cH:22][c:23]34)[CH2:13]2)[cH:5][c:6]([Cl:8])[cH:7]1>>[Cl:1][c:2]1[cH:3][c:4]([C:9]2([C:26]([F:27])([F:28])[F:29])[CH2:10][N:11]=[C:12]([c:14]3[cH:15][cH:16][c:17]([CH2:24][NH:25][C:31]([CH3:30])=[O:32])[c:18]4[cH:19][cH:20][cH:21][cH:22][c:23]34)[CH2:13]2)[cH:5][c:6]([Cl:8])[cH:7]1. Reactants: C[S-], CN(C)C=O, [Na+], COc1ccc(C(=O)c2ccc3ccccc3c2)cc1. The product is O=C(c1ccc(O)cc1)c1ccc2ccccc2c1. As a reaction SMILES: [CH3:21][S-:22].[CH3:24][N:25]([CH3:26])[CH:27]=[O:28].[Na+:23].[cH:1]1[c:2]([C:11](=[O:12])[c:13]2[cH:14][cH:15][c:16]([O:19][CH3:20])[cH:17][cH:18]2)[cH:3][cH:4][c:5]2[cH:6][cH:7][cH:8][cH:9][c:10]12>>[cH:1]1[c:2]([C:11](=[O:12])[c:13]2[cH:14][cH:15][c:16]([OH:19])[cH:17][cH:18]2)[cH:3][cH:4][c:5]2[cH:6][cH:7][cH:8][cH:9][c:10]12. Product: O=P(OCc1ccccc1)(OCc1ccccc1)C(O)CCc1cccc2ccccc12. As a reaction SMILES: [CH3:40][CH2:41][O:42][C:43](=[O:44])[CH3:45].[F-:33].[K+:34].[O:35]=[CH:36][N:37]([CH3:38])[CH3:39].[P:15]([O:16][CH2:17][c:18]1[cH:19][cH:20][cH:21][cH:22][cH:23]1)([O:24][CH2:25][c:26]1[cH:27][cH:28][cH:29][cH:30][cH:31]1)[O-:32].[c:1]1([CH2:11][CH2:12][CH:13]=[O:14])[cH:2][cH:3][cH:4][c:5]2[cH:6][cH:7][cH:8][cH:9][c:10]12>>[c:1]1([CH2:11][CH2:12][CH:13]([OH:14])[P:15]([O:16][CH2:17][c:18]2[cH:19][cH:20][cH:21][cH:22][cH:23]2)([O:24][CH2:25][c:26]2[cH:27][cH:28][cH:29][cH:30][cH:31]2)=[O:32])[cH:2][cH:3][cH:4][c:5]2[cH:6][cH:7][cH:8][cH:9][c:10]12. Starting materials: CCOC(C)=O, [F-], [K+], CN(C)C=O, [O-]P(OCc1ccccc1)OCc1ccccc1, O=CCCc1cccc2ccccc12.